describe an organic reaction: reactants, conditions, products, and yield From a dataset of the Open Reaction Database (ORD), a public repository of structured organic reaction records. The reactants are [Br-].C[N+](CCCCCCCCCCCCCCCC)(CCO)C (dimethyl-(2-hydroxy)ethyl-hexadecyl ammonium bromide), P(Br)(Br)Br (phosphorous tribromide). The solvent is C1=CC=CC=C1 (benzene). Conditions: time 24 hour. The product is [Br-].C[N+](CCCCCCCCCCCCCCCC)(CCBr)C (DIMETHYL-(2-BROMOETHYL)-HEXADECYL AMMONIUM BROMIDE). The yield is 213.3%. RXN SMILES: [Br-:1].[CH3:2][N+:3]([CH3:23])([CH2:20][CH2:21]O)[CH2:4][CH2:5][CH2:6][CH2:7][CH2:8][CH2:9][CH2:10][CH2:11][CH2:12][CH2:13][CH2:14][CH2:15][CH2:16][CH2:17][CH2:18][CH3:19].P(Br)(Br)[Br:25]>C1C=CC=CC=1>[Br-:25].[CH3:2][N+:3]([CH3:23])([CH2:20][CH2:21][Br:1])[CH2:4][CH2:5][CH2:6][CH2:7][CH2:8][CH2:9][CH2:10][CH2:11][CH2:12][CH2:13][CH2:14][CH2:15][CH2:16][CH2:17][CH2:18][CH3:19] |f:0.1,4.5|. Procedure details: A total of 3.95g (0.010 mole) of dimethyl-(2-hydroxy)ethyl-hexadecyl ammonium bromide and 0.9910g (0.00366 mol phosphorous tribromide was slurried in 20 ml of benzene and allowed to react at room temperature (about 25° C.) with stirring for 24 hours under nitrogen. The solvent was removed in vacuo and the residue washed several times with anhydrous ether. The resulting amorphous solid was recrystallized from ethyl acetate, filtered and dried to yield 3.57g (77%) of the desired product. Calc. % C... The reactants are BrC1=C2C=CC(=CC2=CC=C1OC)C(=CC(C)=O)O (4-(5-bromo-6-methoxy-2-naphthyl)-4-hydroxybut-3-en-2-one), suspension, C(C)(=O)[O-].[Na+] (sodium acetate), C(C)(=O)[O-].[Na+] (sodium acetate), O.O.O.C(C)(=O)[O-].[Na+] (sodium acetate trihydrate). The reagents and catalysts are [Pd] (palladium), [Pd] (palladium on carbon). Run in CO (methanol), CO (methanol), O (water). Reaction conditions: temperature 0 celsius, time 6 hour. Product: COC=1C=C2C=CC(=CC2=CC1)CCC(C)=O (4-(6-Methoxy-2-naphthyl)butan-2-one). Reaction SMILES: Br[C:2]1[C:11]([O:12][CH3:13])=[CH:10][CH:9]=[C:8]2[C:3]=1[CH:4]=[CH:5][C:6]([C:14](O)=[CH:15][C:16](=[O:18])[CH3:17])=[CH:7]2.C([O-])(=O)C.[Na+].O.O.O.C([O-])(=O)C.[Na+]>O.[Pd].CO>[CH3:13][O:12][C:11]1[CH:2]=[C:3]2[C:8](=[CH:9][CH:10]=1)[CH:7]=[C:6]([CH2:14][CH2:15][C:16](=[O:18])[CH3:17])[CH:5]=[CH:4]2 |f:1.2,3.4.5.6.7|. Reported procedure: 24.72 Grams (0.077 moles) of 4-(5-bromo-6-methoxy-2-naphthyl)-4-hydroxybut-3-en-2-one, 4.57 g of anhydrous sodium acetate and 2.58 g of sodium acetate trihydrate, equivalent to 0.075 moles of sodium acetate, 2 g of a 50% suspension in water of 5% palladium on carbon, equivalent to 0.00047 moles of palladium, and 200 ml of methanol are put in a hydrogenator. The hydrogenator is washed with nitrogen in order to eliminate the oxygen and then hydrogen is introduced at the pressure of three atmospher... The reactants are NC1=CC2=C(N(C(C(O2)(C)C)=O)C2=CC=C(C=C2)F)C(=C1)CO (7-amino-4-(4-fluorophenyl)-5-(hydroxymethyl)-2,2-dimethyl-2H -1,4-benzoxazin-3(4H)-one), N1=CC=CC=C1 (pyridine), CS(=O)(=O)Cl (methanesulfonyl chloride), O (water). Solvent: ClCCl (dichloromethane). Reaction conditions: time 4 hour. Product: FC1=CC=C(C=C1)N1C(C(OC2=C1C(=CC(=C2)NS(=O)(=O)C)COC)(C)C)=O (N-[4-(4-fluorophenyl)-5-(methoxymethyl)-2,2-dimethyl-3-oxo-3,4-dihydro-2H -1,4-benzoxazin-7-yl]methanesulfonamide), FC1=CC=C(C=C1)N1C(C(OC2=C1C(=CC(=C2)NS(=O)(=O)C)CO)(C)C)=O (N-[4-(4-fluorophenyl)-5-(hydroxymethyl)-2,2-dimethyl-3-oxo-3,4-dihydro-2H-1,4-benzoxazin-7-yl]methanesulfonamide). RXN SMILES: [NH2:1][C:2]1[CH:21]=[C:20]([CH2:22][OH:23])[C:5]2[N:6]([C:13]3[CH:18]=[CH:17][C:16]([F:19])=[CH:15][CH:14]=3)[C:7](=[O:12])[C:8]([CH3:11])([CH3:10])[O:9][C:4]=2[CH:3]=1.N1C=CC=C[CH:25]=1.[CH3:30][S:31](Cl)(=[O:33])=[O:32].O>ClCCl>[F:19][C:16]1[CH:15]=[CH:14][C:13]([N:6]2[C:5]3[C:20]([CH2:22][O:23][CH3:25])=[CH:21][C:2]([NH:1][S:31]([CH3:30])(=[O:33])=[O:32])=[CH:3][C:4]=3[O:9][C:8]([CH3:11])([CH3:10])[C:7]2=[O:12])=[CH:18][CH:17]=1.[F:19][C:16]1[CH:15]=[CH:14][C:13]([N:6]2[C:5]3[C:20]([CH2:22][OH:23])=[CH:21][C:2]([NH:1][S:31]([CH3:30])(=[O:33])=[O:32])=[CH:3][C:4]=3[O:9][C:8]([CH3:11])([CH3:10])[C:7]2=[O:12])=[CH:18][CH:17]=1. Procedure: To solution of 7-amino-4-(4-fluorophenyl)-5-(hydroxymethyl)-2,2-dimethyl-2H -1,4-benzoxazin-3(4H)-one (compound obtained in Reference Example 175(3), 117 mg) and pyridine (0.12 mL) in dichloromethane (5 nm) was added dropwise methanesulfonyl chloride (0.085 mL) under ice-cooling, and the mixture was stirred at room temperature for 4 hours. To the reaction mixture was added water, and the mixture was extracted with ethyl acetate. The organic layer was washed with brine, dried over sodium sulfate ... Reactants: C(O)([O-])=O.[Na+] (sodium hydrogen-carbonate), C(C1=CC=CC=C1)O[C@H]1[C@@](C[C@@H]([C@H]([C@@H]1OCC1=CC=CC=C1)OCC1=CC=CC=C1)COCC1=CC=CC=C1)(O)C1=CC(=C(C=C1)OC)CC1=CC=C(C=C1)CC ((1S,2R,3S,4R,5R)-2,3,4-trisbenzyloxy-5-(benzyloxymethyl)-1-[3-(4-ethylbenzyl)-4-methoxyphenyl]cyclohexanol), acid, C(C)[SiH](CC)CC (triethylsilane). The solvent is C(Cl)Cl (methylene chloride). Conditions: temperature -5 celsius, time 1 hour. Yields the product C(C)C1=CC=C(CC2=C(C=CC(=C2)[C@H]2[C@@H]([C@H]([C@@H]([C@H](C2)COCC2=CC=CC=C2)OCC2=CC=CC=C2)OCC2=CC=CC=C2)OCC2=CC=CC=C2)OC)C=C1 (2-(4-Ethylbenzyl)-1-methoxy-4-[(1S,2S, 3R,4R,5R)-2,3,4-trisbenzyloxy-5-(benzyloxymethyl)-cyclohexyl]benzene). Isolated yield 8.4%. Reaction SMILES: [CH2:1]([O:8][C@@H:9]1[C@@H:14]([O:15][CH2:16][C:17]2[CH:22]=[CH:21][CH:20]=[CH:19][CH:18]=2)[C@H:13]([O:23][CH2:24][C:25]2[CH:30]=[CH:29][CH:28]=[CH:27][CH:26]=2)[C@@H:12]([CH2:31][O:32][CH2:33][C:34]2[CH:39]=[CH:38][CH:37]=[CH:36][CH:35]=2)[CH2:11][C@@:10]1([C:41]1[CH:46]=[CH:45][C:44]([O:47][CH3:48])=[C:43]([CH2:49][C:50]2[CH:55]=[CH:54][C:53]([CH2:56][CH3:57])=[CH:52][CH:51]=2)[CH:42]=1)O)[C:2]1[CH:7]=[CH:6][CH:5]=[CH:4][CH:3]=1.C([SiH](CC)CC)C.C(=O)([O-])O.[Na+]>C(Cl)Cl>[CH2:56]([C:53]1[CH:52]=[CH:51][C:50]([CH2:49][C:43]2[CH:42]=[C:41]([C@@H:10]3[CH2:11][C@H:12]([CH2:31][O:32][CH2:33][C:34]4[CH:39]=[CH:38][CH:37]=[CH:36][CH:35]=4)[C@@H:13]([O:23][CH2:24][C:25]4[CH:26]=[CH:27][CH:28]=[CH:29][CH:30]=4)[C@H:14]([O:15][CH2:16][C:17]4[CH:18]=[CH:19][CH:20]=[CH:21][CH:22]=4)[C@H:9]3[O:8][CH2:1][C:2]3[CH:3]=[CH:4][CH:5]=[CH:6][CH:7]=3)[CH:46]=[CH:45][C:44]=2[O:47][CH3:48])=[CH:55][CH:54]=1)[CH3:57] |f:2.3|. Reported procedure: A solution of the (1S,2R,3S,4R,5R)-2,3,4-trisbenzyloxy-5-(benzyloxymethyl)-1-[3-(4-ethylbenzyl)-4-methoxyphenyl]cyclohexanol (124 mg, 0.16 mmol) as obtained in Example 65 in methylene chloride (2 mL) was cooled to −5° C., and triethylsilane (0.39 mL, 2.44 mmol) was added thereto. To the mixture, triofluoroacetic acid (0.12 mL, 1.6 mmol) was added and the reaction mixture was stirred at −5° C. for one hour, and then a saturated sodium hydrogen-carbonate was added thereto. The resulting mixture wa... The solvent is C(Cl)Cl (CH2Cl2), C(F)(F)(F)C(=O)O (CF3CO2H), C(F)(F)(F)C(=O)O (CF3CO2H). As a reaction SMILES: [O:1]=[C:2]1[C:10]2([CH2:15][CH2:14][N:13]([CH2:16][C:17]([F:20])([F:19])[F:18])[CH2:12][CH2:11]2)[C:9]2[C:4](=[CH:5][CH:6]=[CH:7][CH:8]=2)[N:3]1[CH2:21][C:22]([O:24]C(C)(C)C)=[O:23]>C(Cl)Cl.C(C(O)=O)(F)(F)F>[O:1]=[C:2]1[C:10]2([CH2:11][CH2:12][N:13]([CH2:16][C:17]([F:20])([F:18])[F:19])[CH2:14][CH2:15]2)[C:9]2[C:4](=[CH:5][CH:6]=[CH:7][CH:8]=2)[N:3]1[CH2:21][C:22]([OH:24])=[O:23]. Yields the product hydrochloride salt, O=C1N(C2=CC=CC=C2C12CCN(CC2)CC(F)(F)F)CC(=O)O (2-Oxo-1′-(2,2,2-trifluoroethyl)-spiro[indoline-3,4′-piperidine]-1-acetic acid). Reported procedure: A solution of the tert-butyl 2-oxo-1′-(2,2,2-trifluoroethyl)-spiro[indoline-3,4′-piperidine]-1-acetate from Step B (3.19 g, 8.01 mmol) in CH2Cl2 (16 mL) and CF3CO2H (5 mL) was stirred at ambient temperature for 17 h. Added CF3CO2H (1 mL) and stirred 1 additional hour. The mixture was concentrated in vacuo. To the resulting solid was added an HCl solution (10 mL, 2.0 M in Et2O) and the solution concentrated in vacuo. Repeated two more times to produce the hydrochloride salt of the title compound ... Starting materials: O=C1N(C2=CC=CC=C2C12CCN(CC2)CC(F)(F)F)CC(=O)OC(C)(C)C (tert-Butyl 2-oxo-1′-(2,2,2-trifluoroethyl)-spiro[indoline-3,4′-piperidine]-1-acetate). The product is CCCCCCCCNC(=O)Nc1sc(C(=O)O)c(C)c1C(=O)O. RXN SMILES: [C:1]([CH3:2])([CH3:3])([CH3:4])[O:5][C:6](=[O:7])[c:8]1[c:9]([CH3:28])[c:10]([C:25](=[O:26])[OH:27])[s:11][c:12]1[NH:13][C:14](=[O:15])[NH:16][CH2:17][CH2:18][CH2:19][CH2:20][CH2:21][CH2:22][CH2:23][CH3:24].[CH3:39][CH2:40][O:41][C:42]([CH3:43])=[O:44].[Cl:36][CH2:37][Cl:38].[F:29][C:30]([F:31])([F:32])[C:33]([OH:34])=[O:35]>>[O:5]=[C:6]([OH:7])[c:8]1[c:9]([CH3:28])[c:10]([C:25](=[O:26])[OH:27])[s:11][c:12]1[NH:13][C:14](=[O:15])[NH:16][CH2:17][CH2:18][CH2:19][CH2:20][CH2:21][CH2:22][CH2:23][CH3:24]. Starting materials: CCCCCCCCNC(=O)Nc1sc(C(=O)O)c(C)c1C(=O)OC(C)(C)C, CCOC(C)=O, ClCCl, O=C(O)C(F)(F)F. Starting materials: CC1(COC2(C(=C2)C([C@H](CCCC)NC(=O)OC(C)(C)C)O)OC1)C (2-((2S)-2-tert-Butoxycarbonylamino-1-hydroxyhexyl) cyclopropenone 2,2-dimethyl-1.3-propanediyl acetal), S(O)(O)(=O)=O (sulfuric acid), O (water). The solvent is C(C)OCC (diethyl ether), O1CCCC1 (tetrahydrofuran), CCOCC (ether). Conditions: time 30 minute. The product is C(C)(C)(C)OC(=O)N[C@H](C(O)C=1C(C1)=O)CCCC (2-((2S)-2-tert-butoxycarbonylamino-1-hydroxyhexyl) cyclopropenone). Yield: 47.2%. Reaction SMILES: CC1(C)CO[C:5]2([CH:7]=[C:6]2[CH:8]([OH:22])[C@@H:9]([NH:14][C:15]([O:17][C:18]([CH3:21])([CH3:20])[CH3:19])=[O:16])[CH2:10][CH2:11][CH2:12][CH3:13])[O:4]C1.S(=O)(=O)(O)O.O>C(OCC)C.O1CCCC1>[C:18]([O:17][C:15]([NH:14][C@@H:9]([CH2:10][CH2:11][CH2:12][CH3:13])[CH:8]([C:6]1[C:5](=[O:4])[CH:7]=1)[OH:22])=[O:16])([CH3:21])([CH3:20])[CH3:19]. Procedure: To a solution of 8.80 g of 2-((2S)-2-tert-Butoxycarbonylamino-1-hydroxyhexyl) cyclopropenone 2,2-dimethyl-1.3-propanediyl acetal obtained in Example 5 in 100 ml of diethyl ether and 20 ml of tetrahydrofuran were added 0.2 ml of 2 N sulfuric acid and 1 ml of water, and the mixture was stirred for 30 minutes. After subsequent addition of 300 ml of ether, the resulting product was washed sequentially in 50 ml of an aqueous 0.01 N sodium hydroxide solution and an aqueous saturated brine. After dryin...